From a dataset of the Open Reaction Database (ORD), a public repository of structured organic reaction records. describe an organic reaction: reactants, conditions, products, and yield The reactants are BrC1=CC(=CNC1=O)C(=O)N(C)C (5-bromo-N,N-dimethyl-6-oxo-1,6-dihydropyridine-3-carboxamide), IC (iodomethane), C([O-])([O-])=O.[K+].[K+] (potassium carbonate). Solvent: CS(=O)C (DMSO). Run at time 8 hour. Product: BrC1=CC(=CN(C1=O)C)C(=O)N(C)C (5-bromo-N,N,1-trimethyl-6-oxo-1,6-dihydropyridine-3-carboxamide). As a reaction SMILES: [Br:1][C:2]1[C:7](=[O:8])[NH:6][CH:5]=[C:4]([C:9]([N:11]([CH3:13])[CH3:12])=[O:10])[CH:3]=1.IC.[C:16](=O)([O-])[O-].[K+].[K+]>CS(C)=O>[Br:1][C:2]1[C:7](=[O:8])[N:6]([CH3:16])[CH:5]=[C:4]([C:9]([N:11]([CH3:13])[CH3:12])=[O:10])[CH:3]=1 |f:2.3.4|. Reported procedure: To a solution of 5-bromo-N,N-dimethyl-6-oxo-1,6-dihydropyridine-3-carboxamide (100 mg, 0.408 mmol) and iodomethane (57.9 mg, 0.408 mmol) in DMSO (3 mL) was added potassium carbonate (56.4 mg, 0.408 mmol). The mixture was stirred at room temperature overnight, filtered, and purified via preparative HPLC, eluting with a gradient of 10-90% ACN (containing 0.035% TFA) in H2O (containing 0.05% TFA). The product was dried under vacuum to give the title compound. The reactants are C(C=C)OC1=CC=C(C(=O)Cl)C=C1 (4-allyloxybenzoyl chloride), C(C(=C)C)(=O)OC1=CC2=CC(=CC=C2C=C1)O (2,7-naphthalenediol monomethacrylate), C(C(=C)C)(=O)O.C1(O)=CC=C(O)C=C1 (hydroquinone monomethacrylate). Solvent: C(C)N(CC)CC (triethylamine). The product is C(C=C)OC1=CC=C(C(=O)OC2=CC3=CC(=CC=C3C=C2)OC(C(=C)C)=O)C=C1 (7-Methacryloyloxy-2-naphthyl 4-allyloxybenzoate). Yield: 95.0%. As a reaction SMILES: [CH2:1]([O:4][C:5]1[CH:13]=[CH:12][C:8]([C:9](Cl)=[O:10])=[CH:7][CH:6]=1)[CH:2]=[CH2:3].[C:14]([O:19][C:20]1[CH:29]=[CH:28][C:27]2[C:22](=[CH:23][C:24]([OH:30])=[CH:25][CH:26]=2)[CH:21]=1)(=[O:18])[C:15]([CH3:17])=[CH2:16].C(O)(=O)C(C)=C.C1(C=CC(O)=CC=1)O>C(N(CC)CC)C>[CH2:1]([O:4][C:5]1[CH:13]=[CH:12][C:8]([C:9]([O:30][C:24]2[CH:25]=[CH:26][C:27]3[C:22](=[CH:21][C:20]([O:19][C:14](=[O:18])[C:15]([CH3:17])=[CH2:16])=[CH:29][CH:28]=3)[CH:23]=2)=[O:10])=[CH:7][CH:6]=1)[CH:2]=[CH2:3] |f:2.3|. Procedure: In the same way as described in Example 2, 29.5 g (0.15 mol) of 4-allyloxybenzoyl chloride and 34.5 g (0.15 mol) of 2,7-naphthalenediol monomethacrylate (obtainable in a manner similar to that of the hydroquinone monomethacrylate referred to in Example 2 of U.S. Pat. No. 4,604,342) were reacted with triethylamine as acid scavenger. 7-Methacryloyloxy-2-naphthyl 4-allyloxybenzoate, C22H20O5, with an m.p. of 85° C. was obtained in 95% yield. The 1,4-, 1,5- and 2,6-disubstituted naphthalene derivati... Reactants: N1CCOCC1 (morpholine), BrCCCCCOC=1C(=CC=C2C(=CC(OC12)=O)NC1=C(C=NC=C1Cl)Cl)OC (8-(5-Bromopentyloxy)-4-(3,5-dichloropyridin-4-ylamino)-7-methoxy-2H-chromen-2-one). Yields the product ClC=1C=NC=C(C1NC1=CC(OC2=C(C(=CC=C12)OC)OCCCCCN1CCOCC1)=O)Cl (4-(3,5-Dichloropyridin-4-ylamino)-7-methoxy-8-(5-morpholinopentyloxy)-2H-chromen-2-one). As a reaction SMILES: [NH:1]1[CH2:6][CH2:5][O:4][CH2:3][CH2:2]1.Br[CH2:8][CH2:9][CH2:10][CH2:11][CH2:12][O:13][C:14]1[C:15]([O:34][CH3:35])=[CH:16][CH:17]=[C:18]2[C:23]=1[O:22][C:21](=[O:24])[CH:20]=[C:19]2[NH:25][C:26]1[C:31]([Cl:32])=[CH:30][N:29]=[CH:28][C:27]=1[Cl:33]>>[Cl:33][C:27]1[CH:28]=[N:29][CH:30]=[C:31]([Cl:32])[C:26]=1[NH:25][C:19]1[C:18]2[C:23](=[C:14]([O:13][CH2:12][CH2:11][CH2:10][CH2:9][CH2:8][N:1]3[CH2:6][CH2:5][O:4][CH2:3][CH2:2]3)[C:15]([O:34][CH3:35])=[CH:16][CH:17]=2)[O:22][C:21](=[O:24])[CH:20]=1. Reported procedure: The title compound was prepared from morpholine and 8-(5-bromopentyloxy)-4-(3,5-dichloropyridin-4-ylamino)-7-methoxy-2H-chromen-2-one (Example 28) following the procedure outlined in Example 52. 1H NMR (400 MHz, DMSO-d6): δ 9.52 (br s, 1H), 8.80 (s, 2H), 7.94 (d, 1H), 7.19 (d, 1H), 4.62 (s, 1H), 3.98 (t, 2H), 3.91 (s, 3H), 3.55 (br, 4H), 2.51-2.15 (br, 6H), 1.69 (m, 2H), 1.47 (m, 4H); MS (ESI): 507.9. Procedure: To a stirred solution of BCl3 (1M in p-xylene; 6.7 mL, 6.7 mmol) in chlorobenzene at -15° C. was added the allyl ether from step B (1.48 g, 6.6 mmol) in 5 mL of chlorobenzene. After 1 h at -15° C., the mixture was poured into ice/MeOH, extracted with Et2O (3×), washed with saturated NaHCO3, water then brine. The dried solution was evaporated to give the title compound as an oil. RXN SMILES: B(Cl)(Cl)Cl.C([O:8][C:9]1[CH:14]=[CH:13][C:12]([C:15]2[CH:20]=[CH:19][CH:18]=[CH:17][C:16]=2[CH3:21])=[CH:11][CH:10]=1)C=C.Cl[C:23]1[CH:28]=CC=C[CH:24]=1>>[CH2:28]([C:14]1[CH:13]=[C:12]([C:15]2[CH:20]=[CH:19][CH:18]=[CH:17][C:16]=2[CH3:21])[CH:11]=[CH:10][C:9]=1[OH:8])[CH:23]=[CH2:24]. The product is C(C=C)C1=C(C=CC(=C1)C1=C(C=CC=C1)C)O (2-allyl-4-(2-methylphenyl)phenol). Reaction conditions: time 1 hour. The reactants are ice MeOH, B(Cl)(Cl)Cl (BCl3), C(C=C)OC1=CC=C(C=C1)C1=C(C=CC=C1)C (1-allyloxy-4-(2'-methylphenyl)benzene), ClC1=CC=CC=C1 (chlorobenzene), ClC1=CC=CC=C1 (chlorobenzene). Starting materials: ClC=1C(=C(C(=C(C1)C(C)=O)O)CCC)O (1-(5-chloro-2,4-dihydroxy-3-propylphenyl)ethanone), C(C)OC(COC=1CC(C(=CC1)C(C)=O)(CCC)OCCCCCBr)=O ([4-acetyl-3-[(5-bromopentyl)oxy]-3-propylphenoxy]acetic acid ethyl ester), C([O-])([O-])=O.[K+].[K+] (potassium carbonate), CC(=O)C (acetone). Solvent: CN(C=O)C (dimethylformamide). Product: C(C)OC(COC1=C(C(=C(C=C1)C(C)=O)OCCCCCOC1=C(C(=C(C=C1Cl)C(C)=O)O)CCC)CCC)=O ([4-acetyl-3-[5-(4-acetyl-6-chloro-3-hydroxy-2-propylphenoxy)pentyloxy]-2-propylphenoxy]acetic acid ethyl ester). The yield is 34.0%. Reaction SMILES: [Cl:1][C:2]1[C:3]([OH:15])=[C:4]([CH2:12][CH2:13][CH3:14])[C:5]([OH:11])=[C:6]([C:8](=[O:10])[CH3:9])[CH:7]=1.[CH2:16]([O:18][C:19](=[O:41])[CH2:20][O:21][C:22]1[CH2:23][C:24]([O:34][CH2:35][CH2:36][CH2:37][CH2:38][CH2:39]Br)(CCC)[C:25]([C:28](=[O:30])[CH3:29])=[CH:26][CH:27]=1)[CH3:17].C(=O)([O-])[O-].[K+].[K+].[CH3:48][C:49]([CH3:51])=O>CN(C)C=O>[CH2:16]([O:18][C:19](=[O:41])[CH2:20][O:21][C:22]1[CH:27]=[CH:26][C:25]([C:28](=[O:30])[CH3:29])=[C:24]([O:34][CH2:35][CH2:36][CH2:37][CH2:38][CH2:39][O:15][C:3]2[C:2]([Cl:1])=[CH:7][C:6]([C:8](=[O:10])[CH3:9])=[C:5]([OH:11])[C:4]=2[CH2:12][CH2:13][CH3:14])[C:23]=1[CH2:48][CH2:49][CH3:51])[CH3:17] |f:2.3.4|. Procedure: A mixture of 1.10 g (0.0049 mole) of 1-(5-chloro-2,4-dihydroxy-3-propylphenyl)ethanone, 2.08 g (0.0049 mole) of [4-acetyl-3-[(5-bromopentyl)oxy]-3-propylphenoxy]acetic acid ethyl ester and 1.33 g (0.0097 mole) of potassium carbonate in 40 ml of anhydrous acetone and 20 ml of anhydrous dimethylformamide was stirred at reflux for 22 hours. The reaction mixture was concentrated in vacuo and the residue was purified by HPLC using 25% ethyl acetate-hexane to give 0.96 g (34% yield) of [4-acetyl-3-[5-...